Dataset: the Open Reaction Database (ORD), a public repository of structured organic reaction records. Task: describe an organic reaction: reactants, conditions, products, and yield Starting materials: O1C(=CC=C1)S(=O)(=O)Cl (furan-2-sulfonyl chloride), Intermediate 14, NC=1C(=C(C=CC1)C=1N=C(SC1C1=NC(=NC=C1)N)C(C)(C)C)F (4-[4-(3-amino-2-fluorophenyl)-2-(1,1-dimethylethyl)-1,3-thiazol-5-yl]-2-pyrimidinamine). Product: NC1=NC=CC(=N1)C1=C(N=C(S1)C(C)(C)C)C=1C(=C(C=CC1)NS(=O)(=O)C=1OC=CC1)F (N-{3-[5-(2-amino-4-pyrimidinyl)-2-(1,1-dimethylethyl)-1,3-thiazol-4-yl]-2-fluorophenyl}-2-furansulfonamide), solid. Isolated yield 63.0%. RXN SMILES: [NH2:1][C:2]1[C:3]([F:24])=[C:4]([C:8]2[N:9]=[C:10]([C:20]([CH3:23])([CH3:22])[CH3:21])[S:11][C:12]=2[C:13]2[CH:18]=[CH:17][N:16]=[C:15]([NH2:19])[N:14]=2)[CH:5]=[CH:6][CH:7]=1.[O:25]1[CH:29]=[CH:28][CH:27]=[C:26]1[S:30](Cl)(=[O:32])=[O:31]>>[NH2:19][C:15]1[N:14]=[C:13]([C:12]2[S:11][C:10]([C:20]([CH3:21])([CH3:23])[CH3:22])=[N:9][C:8]=2[C:4]2[C:3]([F:24])=[C:2]([NH:1][S:30]([C:26]3[O:25][CH:29]=[CH:28][CH:27]=3)(=[O:32])=[O:31])[CH:7]=[CH:6][CH:5]=2)[CH:18]=[CH:17][N:16]=1. Procedure: Following a procedure analogous to the procedure described in Intermediate 14 using 4-[4-(3-amino-2-fluorophenyl)-2-(1,1-dimethylethyl)-1,3-thiazol-5-yl]-2-pyrimidinamine (100 mg, 0.291 mmol) and furan-2-sulfonyl chloride (72 mg, 0.437 mmol), the title compound was obtained as a white solid (87 mg, 63% yield). MS (ESI): 474 [M+H]+. Procedure details: To a 0° C. solution of methyl 6-acetyl-4-amino-3-methoxypicolinate (0.75 g, 3.35 mmol) in MeOH (11.15 ml) was added sodium borohydride (0.127 g, 3.35 mmol) by portion. The reaction mixture was stirred at room temperature (TLC monitoring). After 2 h, the reaction mixture was poured into saturated NaHCO3 and extracted with EtOAc (2×) and CH2Cl2 (1×). The combined organic layers were dried over MgSO4, filtered, concentrated and dried in vacuo to afford methyl 4-amino-6-(1-hydroxyethyl)-3-methoxypic... Run at time 2 hour. As a reaction SMILES: [C:1]([C:4]1[N:9]=[C:8]([C:10]([O:12][CH3:13])=[O:11])[C:7]([O:14][CH3:15])=[C:6]([NH2:16])[CH:5]=1)(=[O:3])[CH3:2].[BH4-].[Na+].C([O-])(O)=O.[Na+]>CO>[NH2:16][C:6]1[CH:5]=[C:4]([CH:1]([OH:3])[CH3:2])[N:9]=[C:8]([C:10]([O:12][CH3:13])=[O:11])[C:7]=1[O:14][CH3:15] |f:1.2,3.4|. Solvent: CO (MeOH). The yield is 72.3%. The product is NC1=C(C(=NC(=C1)C(C)O)C(=O)OC)OC (methyl 4-amino-6-(1-hydroxyethyl)-3-methoxypicolinate). The reactants are C(C)(=O)C1=CC(=C(C(=N1)C(=O)OC)OC)N (methyl 6-acetyl-4-amino-3-methoxypicolinate), [BH4-].[Na+] (sodium borohydride), C(=O)(O)[O-].[Na+] (NaHCO3). The reactants are C1(CC1)C1=CC(=NN1)NC1=NC(=NC=C1C#C[Si](C)(C)C)C1=CC=CC=C1 (N-(5-cyclopropyl-1H-pyrazol-3-yl)-2-phenyl-5-((trimethylsilyl)ethynyl) pyrimidin-4-amine). The solvent is CO (MeOH), [OH-].[Na+] (NaOH). Reaction conditions: time 15 minute. Yields the product C1(CC1)C1=CC(=NN1)NC1=NC(=NC=C1C#C)C1=CC=CC=C1 (N-(5-cyclopropyl-1H-pyrazol-3-yl)-5-ethynyl-2-phenylpyrimidin-4-amine). The yield is 48.0%. RXN SMILES: [CH:1]1([C:4]2[NH:8][N:7]=[C:6]([NH:9][C:10]3[C:15]([C:16]#[C:17][Si](C)(C)C)=[CH:14][N:13]=[C:12]([C:22]4[CH:27]=[CH:26][CH:25]=[CH:24][CH:23]=4)[N:11]=3)[CH:5]=2)[CH2:3][CH2:2]1>CO.[OH-].[Na+]>[CH:1]1([C:4]2[NH:8][N:7]=[C:6]([NH:9][C:10]3[C:15]([C:16]#[CH:17])=[CH:14][N:13]=[C:12]([C:22]4[CH:23]=[CH:24][CH:25]=[CH:26][CH:27]=4)[N:11]=3)[CH:5]=2)[CH2:3][CH2:2]1 |f:2.3|. Procedure details: To the solution of crude N-(5-cyclopropyl-1H-pyrazol-3-yl)-2-phenyl-5-((trimethylsilyl)ethynyl) pyrimidin-4-amine in MeOH (3 mL), 20% NaOH was added until the pH was adjusted to 12. After stirring at rt for 15 min, the reaction mixture was evaporated to dryness and purified by silica gel chromatography (hexane/EtOAc=3:1-1:1 as eluent) to afford N-(5-cyclopropyl-1H-pyrazol-3-yl)-5-ethynyl-2-phenylpyrimidin-4-amine (Compound 14) (71 mg, 48%). LC-MS (m/z): 302.1 [M+H]+. 1H NMR (300 MHz, DMSO-d6): δ... Starting materials: BrCCOC1CCCCO1, [K+], [K+], O=C([O-])[O-], CN(C)C=O, COC(=O)c1ccc(O)cc1. Product: COC(=O)c1ccc(OCCOC2CCCCO2)cc1. RXN SMILES: [Br:18][CH2:19][CH2:20][O:21][CH:22]1[O:23][CH2:24][CH2:25][CH2:26][CH2:27]1.[K+:12].[K+:13].[O-:14][C:15]([O-:16])=[O:17].[O:28]=[CH:29][N:30]([CH3:31])[CH3:32].[OH:1][c:2]1[cH:3][cH:4][c:5]([C:6](=[O:7])[O:8][CH3:9])[cH:10][cH:11]1>>[O:1]([c:2]1[cH:3][cH:4][c:5]([C:6](=[O:7])[O:8][CH3:9])[cH:10][cH:11]1)[CH2:19][CH2:20][O:21][CH:22]1[O:23][CH2:24][CH2:25][CH2:26][CH2:27]1. The reactants are NC1=C(C=C(C=C1)CC1=C(C=CC=C1)OC)C(=O)C1=C(C=NN1C)I ([2-amino-5-(2-methoxybenzyl)phenyl](4-iodo-1-methyl-1H-pyrazol-5-yl)methanone), NC1=C(C=C(C=C1)CC1=CC=C(C=C1)Cl)C(=O)C1=C(C=NN1C)I ([2-amino-5-(4-chlorobenzyl)phenyl](4-iodo-1-methyl-1H-pyrazol-5-yl)methanone). Product: COC1=C(CC2=CC=3C(C4=C(NC3C=C2)C=NN4C)=O)C=CC=C1 (7-(2-METHOXYBENZYL)-1-METHYL-1,4-DIHYDRO-9H-PYRAZOLO[4,3-b]QUINOLIN-9-ONE). RXN SMILES: [NH2:1][C:2]1[CH:7]=[CH:6][C:5]([CH2:8][C:9]2[CH:14]=[CH:13][CH:12]=[CH:11][C:10]=2[O:15][CH3:16])=[CH:4][C:3]=1[C:17]([C:19]1[N:23]([CH3:24])[N:22]=[CH:21][C:20]=1I)=[O:18].NC1C=CC(CC2C=CC(Cl)=CC=2)=CC=1C(C1N(C)N=CC=1I)=O>>[CH3:16][O:15][C:10]1[CH:11]=[CH:12][CH:13]=[CH:14][C:9]=1[CH2:8][C:5]1[CH:6]=[CH:7][C:2]2[NH:1][C:20]3[CH:21]=[N:22][N:23]([CH3:24])[C:19]=3[C:17](=[O:18])[C:3]=2[CH:4]=1. Procedure: The title compound was prepared according to the procedure of step 6 in EXAMPLE 13 using [2-amino-5-(2-methoxybenzyl)phenyl](4-iodo-1-methyl-1H-pyrazol-5-yl)methanone (EXAMPLE 21, step 4), instead of [2-amino-5-(4-chlorobenzyl)phenyl](4-iodo-1-methyl-1H-pyrazol-5-yl)methanone. Starting materials: CC(C)CC=C[C@@H](C)[C@H]1CC[C@H]2[C@@H]3CCC4=CC(CC[C@]4(C)[C@H]3CC[C@]12C)=O (4,22-cholestadien-3-one), Cl.NO (hydroxylamine hydrochloride). Run in N1=CC=CC=C1 (pyridine). The product is CC(C)CC=C[C@@H](C)[C@H]1CC[C@H]2[C@@H]3CCC4=CC(CC[C@]4(C)[C@H]3CC[C@]12C)=NO (4,22-cholestadien-3-one oxime). Isolated yield 50.0%. As a reaction SMILES: [CH3:1][CH:2]([CH2:4][CH:5]=[CH:6][C@H:7]([C@@H:9]1[C@:26]2([CH3:27])[C@H:12]([C@H:13]3[C@H:23]([CH2:24][CH2:25]2)[C@:21]2([CH3:22])[C:16](=[CH:17][C:18](=O)[CH2:19][CH2:20]2)[CH2:15][CH2:14]3)[CH2:11][CH2:10]1)[CH3:8])[CH3:3].Cl.[NH2:30][OH:31]>N1C=CC=CC=1>[CH3:1][CH:2]([CH2:4][CH:5]=[CH:6][C@H:7]([C@@H:9]1[C@:26]2([CH3:27])[C@H:12]([C@H:13]3[C@H:23]([CH2:24][CH2:25]2)[C@:21]2([CH3:22])[C:16](=[CH:17][C:18](=[N:30][OH:31])[CH2:19][CH2:20]2)[CH2:15][CH2:14]3)[CH2:11][CH2:10]1)[CH3:8])[CH3:3] |f:1.2|. Procedure: 10 mg of 4,22-cholestadien-3-one (0.026 mmol) is solubilized in 5 ml of pyridine in a 10 ml flask, then 100 mg of hydroxylamine hydrochloride is added. Stirring is maintained for 24 hours at ambient temperature, and the solvent is evaporated off under reduced pressure. Water then ethyl acetate are added in order to carry out an extraction. Then the organic phase is washed with an acidified aqueous solution (HCl 1%). The ethyl acetate is evaporated off under reduced pressure. A white powder is ob...